This data is from the Open Reaction Database (ORD), a public repository of structured organic reaction records. The task is: describe an organic reaction: reactants, conditions, products, and yield Reactants: FC=1C=NN(C1)C1(CC1)C(=O)OCC1=CC=CC=C1 (benzyl 1-(4-fluoro-1H-pyrazol-1-yl)cyclopropanecarboxylate). Run in CO (methanol). The product is FC=1C=NN(C1)C1(CC1)C(=O)O (1-(4-Fluoro-1H-pyrazol-1-yl)cyclopropanecarboxylic acid). The yield is 93.1%. Reaction SMILES: [F:1][C:2]1[CH:3]=[N:4][N:5]([C:7]2([C:10]([O:12]CC3C=CC=CC=3)=[O:11])[CH2:9][CH2:8]2)[CH:6]=1>CO>[F:1][C:2]1[CH:3]=[N:4][N:5]([C:7]2([C:10]([OH:12])=[O:11])[CH2:9][CH2:8]2)[CH:6]=1. Procedure details: A solution of benzyl 1-(4-fluoro-1H-pyrazol-1-yl)cyclopropanecarboxylate (115 mg, 0.442 mmol) in methanol (20 mL) was hydrogenated using the H-Cube (full H2, room temperature). The solvent was removed under reduced pressure to afford the title compound as a solid (70 mg). MS (AP+) (M+H) 171.4; LCMS retention time 1.06 minutes (Method M). Reactants: C(C)OC(C=CC1=C(C=C(C=C1)OC1=C(C=CC(=C1)OC)C)C)=O (3-[4-(5-methoxy-2-methyl-phenoxy)-2-methyl-phenyl]-acrylic acid ethyl ester), C(C)(=O)O (acetic acid), [H][H] (hydrogen). Reagents/catalysts: [Pd] (palladium). The solvent is C(C)O (ethanol). Conditions: time 8 hour. Yields the product C(C)OC(CCC1=C(C=C(C=C1)OC1=C(C=CC(=C1)OC)C)C)=O (3-[4-(5-Methoxy-2-methyl-phenoxy)-2-methyl-phenyl]-propionic acid ethyl ester). Isolated yield 85.6%. As a reaction SMILES: [CH2:1]([O:3][C:4](=[O:24])[CH:5]=[CH:6][C:7]1[CH:12]=[CH:11][C:10]([O:13][C:14]2[CH:19]=[C:18]([O:20][CH3:21])[CH:17]=[CH:16][C:15]=2[CH3:22])=[CH:9][C:8]=1[CH3:23])[CH3:2].C(O)(=O)C.[H][H]>C(O)C.[Pd]>[CH2:1]([O:3][C:4](=[O:24])[CH2:5][CH2:6][C:7]1[CH:12]=[CH:11][C:10]([O:13][C:14]2[CH:19]=[C:18]([O:20][CH3:21])[CH:17]=[CH:16][C:15]=2[CH3:22])=[CH:9][C:8]=1[CH3:23])[CH3:2]. Reported procedure: A solution of 3-[4-(5-methoxy-2-methyl-phenoxy)-2-methyl-phenyl]-acrylic acid ethyl ester (1.18 g, 3.63 mmol) and palladium under carbon (10%) (0.39 g, 0.36 mmol) in ethanol (20 mL) and acetic acid (2 mL) is stirred under 1 atm of hydrogen. After stirring overnight, the mixture is filtered off through Celite and washed with methanol. The mixture is concentrated under reduced pressure and purified by flash chromatography by eluting with hexane:ethyl acetate 5:1 to afford the title compound (1.02 ... Starting materials: CN(C(=O)N(C1=NC=C(C=C1)[N+](=O)[O-])CCN(C)C)C (N,N-Dimethyl-N'-(2-dimethylaminoethyl)-N'-(5-nitro-2-pyridyl)urea), [H][H] (hydrogen). Reaction SMILES: [CH3:1][N:2]([CH3:20])[C:3]([N:5]([CH2:15][CH2:16][N:17]([CH3:19])[CH3:18])[C:6]1[CH:11]=[CH:10][C:9]([N+:12]([O-])=O)=[CH:8][N:7]=1)=[O:4].[H][H]>C(O)C.[Pd]>[CH3:1][N:2]([CH3:20])[C:3]([N:5]([CH2:15][CH2:16][N:17]([CH3:19])[CH3:18])[C:6]1[CH:11]=[CH:10][C:9]([NH2:12])=[CH:8][N:7]=1)=[O:4]. Run in C(C)O (ethanol). The reagents and catalysts are [Pd] (palladium-on-carbon). Yields the product CN(C(=O)N(C1=NC=C(C=C1)N)CCN(C)C)C (N,N-Dimethyl-N'-(2-dimethylaminoethyl)-N'-(5-amino-2-pyridyl)urea). Reported procedure: N,N-Dimethyl-N'-(2-dimethylaminoethyl)-N'-(5-nitro-2-pyridyl)urea (9.68 g., 0.034 mole) is dissolved in absolute ethanol (50 ml.) containing 10% palladium-on-carbon and is hydrogenated at an initial 42 psi of hydrogen at ambient temperature for two hours. The reaction mixture is flushed with nitrogen and then is filtered under nitrogen. The filtrate is concentrated in vacuo on a steam bath to give a nearly colorless oil (8.05 g.) which partially solidifies on standing. Crystallization from aceto... Reactants: CC(C)(C)C1CCC(=O)CC1, [BH3-]C#N, CC1CNCC1c1ccc(C(C)(C)C)cc1, CO, [Cl-], [Cl-], [Na+], [Zn+2]. Yields the product CC1CN(C2CCC(C(C)(C)C)CC2)CC1c1ccc(C(C)(C)C)cc1. RXN SMILES: [C:17]([CH3:18])([CH3:19])([CH3:20])[CH:21]1[CH2:22][CH2:23][C:24](=[O:27])[CH2:25][CH2:26]1.[C:28]([BH3-:29])#[N:30].[CH3:1][CH:2]1[CH2:3][NH:4][CH2:5][CH:6]1[c:7]1[cH:8][cH:9][c:10]([C:13]([CH3:14])([CH3:15])[CH3:16])[cH:11][cH:12]1.[CH3:32][OH:33].[Cl-:34].[Cl-:35].[Na+:31].[Zn+2:36]>>[CH3:1][CH:2]1[CH2:3][N:4]([CH:24]2[CH2:23][CH2:22][CH:21]([C:17]([CH3:18])([CH3:19])[CH3:20])[CH2:26][CH2:25]2)[CH2:5][CH:6]1[c:7]1[cH:8][cH:9][c:10]([C:13]([CH3:14])([CH3:15])[CH3:16])[cH:11][cH:12]1. Reactants: CC1CN(Cc2ccccc2)CC1NC(=O)OC(C)(C)C, CCO, [H][H]. Yields the product CC1CNCC1NC(=O)OC(C)(C)C. As a reaction SMILES: [CH2:1]([c:2]1[cH:3][cH:4][cH:5][cH:6][cH:7]1)[N:8]1[CH2:9][CH:10]([NH:14][C:15](=[O:16])[O:17][C:18]([CH3:19])([CH3:20])[CH3:21])[CH:11]([CH3:13])[CH2:12]1.[CH3:24][CH2:25][OH:26].[H:22][H:23]>>[NH:8]1[CH2:9][CH:10]([NH:14][C:15](=[O:16])[O:17][C:18]([CH3:19])([CH3:20])[CH3:21])[CH:11]([CH3:13])[CH2:12]1. Starting materials: FC1=C(COC(CO)(CO)C)C=CC=C1 (2-(2-fluorobenzyloxy)-2-methyl-1,3-propanediol), CC(C=O)(C)C (2,2-dimethylpropanal). RXN SMILES: [F:1][C:2]1[CH:15]=[CH:14][CH:13]=[CH:12][C:3]=1[CH2:4][O:5][C:6]([CH3:11])([CH2:9][OH:10])[CH2:7][OH:8].[CH3:16][C:17]([CH3:21])([CH3:20])[CH:18]=O>C1C=CC=CC=1>[C:17]([CH:21]1[O:10][CH2:9][C:6]([O:5][CH2:4][C:3]2[CH:12]=[CH:13][CH:14]=[CH:15][C:2]=2[F:1])([CH3:11])[CH2:7][O:8]1)([CH3:20])([CH3:18])[CH3:16]. The product is C(C)(C)(C)C1OCC(CO1)(C)OCC1=C(C=CC=C1)F (2-(tert-Butyl)-5-(2-fluorobenzyloxy)-5-methyl-1,3-dioxane). Run in C1=CC=CC=C1 (benzene). Procedure: Using the procedure of Example 51, 2-(2-fluorobenzyloxy)-2-methyl-1,3-propanediol and 2,2-dimethylpropanal were reacted, using benzene as solvent, to give, after separation by column chromatography, r-2-(tert-butyl)-t-5-(2-fluorobenzyloxy)-5-methyl-1,3-dioxane, m.p. 50°-52°; and r-2-(tert-butyl)-C-5-(2-fluorobenzyloxy)-5-methyl-1,3-dioxane, m.p. 85°-87°. The ir and nmr spectra were consistent with the assigned structures. Reactants: OC(C1=C(C=NC=2N(C(N(C(C21)=O)CCCOC2OCCCC2)=O)C)OC2=CC(=CC=C2)C(C)C)C2=CC=CC=C2 (5-(hydroxy(phenyl)methyl)-6-(3-isopropylphenoxy)-1-methyl-3-(3-(tetrahydro-2H-pyran-2-yloxy)propyl)pyrido[2,3-d]pyrimidine-2,4(1H,3H)-dione). Reagents/catalysts: [Zn] (Zn). Run in C(=O)O (HCOOH). Run at temperature 60 celsius. Product: C(C1=CC=CC=C1)C1=C(C=NC=2N(C(N(C(C21)=O)CCCOC=O)=O)C)OC2=CC(=CC=C2)C(C)C (3-(5-benzyl-6-(3-isopropyl phenoxy)-1-methyl-2,4-dioxo-1,2-dihydropyrido[2,3-d]pyrimidin-3(4H)-yl)propylformate). The yield is 102.6%. As a reaction SMILES: O[CH:2]([C:36]1[CH:41]=[CH:40][CH:39]=[CH:38][CH:37]=1)[C:3]1[C:12]2[C:11](=[O:13])[N:10]([CH2:14][CH2:15][CH2:16][O:17][CH:18]3CCCC[O:19]3)[C:9](=[O:24])[N:8]([CH3:25])[C:7]=2[N:6]=[CH:5][C:4]=1[O:26][C:27]1[CH:32]=[CH:31][CH:30]=[C:29]([CH:33]([CH3:35])[CH3:34])[CH:28]=1>C(O)=O.[Zn]>[CH2:2]([C:3]1[C:12]2[C:11](=[O:13])[N:10]([CH2:14][CH2:15][CH2:16][O:17][CH:18]=[O:19])[C:9](=[O:24])[N:8]([CH3:25])[C:7]=2[N:6]=[CH:5][C:4]=1[O:26][C:27]1[CH:32]=[CH:31][CH:30]=[C:29]([CH:33]([CH3:35])[CH3:34])[CH:28]=1)[C:36]1[CH:41]=[CH:40][CH:39]=[CH:38][CH:37]=1. Procedure: To a solution of 5-(hydroxy(phenyl)methyl)-6-(3-isopropylphenoxy)-1-methyl-3-(3-(tetrahydro-2H-pyran-2-yloxy)propyl)pyrido[2,3-d]pyrimidine-2,4(1H,3H)-dione (50 mg, 0.10 mmol) in HCOOH (3 mL) was added Zn dust (32.5 mg, 0.50 mmol). The reaction was heated at 60° C. for 2 h, cooled to RT and filtered. The filtrate was concentrated to give 3-(5-benzyl-6-(3-isopropyl phenoxy)-1-methyl-2,4-dioxo-1,2-dihydropyrido[2,3-d]pyrimidin-3(4H)-yl)propylformate (50 mg, 100% yield) as an oil. LCMS: MH+ 488 and... Starting materials: CCOC(=O)Cc1cc(N2CCN(C)CC2)ccc1NC(C)=O, [NH4+], [OH-]. Product: CC(=O)Nc1ccc(N2CCN(C)CC2)cc1CC(N)=O. As a reaction SMILES: [CH2:1]([O:3][C:4](=[O:2])[CH2:5][c:6]1[c:7]([NH:19][C:20]([CH3:21])=[O:22])[cH:8][cH:9][c:10]([N:12]2[CH2:13][CH2:14][N:15]([CH3:18])[CH2:16][CH2:17]2)[cH:11]1)[CH3:23].[NH4+:25].[OH-:24]>>[O:3]=[C:4]([CH2:5][c:6]1[c:7]([NH:19][C:20]([CH3:21])=[O:22])[cH:8][cH:9][c:10]([N:12]2[CH2:13][CH2:14][N:15]([CH3:18])[CH2:16][CH2:17]2)[cH:11]1)[NH2:25].